This data is from the Open Reaction Database (ORD), a public repository of structured organic reaction records. The task is: describe an organic reaction: reactants, conditions, products, and yield Starting materials: C(C)(=O)N(C(C1=CC(=C(C=C1)OCCCCCCCCCCCCCC)C(C)(C)C)=O)CC1=CC=NC=C1 (N-Acetyl-3-(1,1-dimethylethyl)-4-(tetradecyloxy)-N-(4-pyridinylmethyl)benzamide), CI (methyl iodide). Reaction conditions: time 18 hour. Yields the product [I-].C(C)(=O)N(C(C1=CC(=C(C=C1)OCCCCCCCCCCCCCC)C(C)(C)C)=O)CC1=CC=[N+](C=C1)C (4-[[Acetyl[3-(1,1-dimethylethyl)-4-(tetradecyloxy)benzoyl]amino]methyl]-1-methylpyridinium iodide). Isolated yield 97.5%. RXN SMILES: [C:1]([N:4]([CH2:32][C:33]1[CH:38]=[CH:37][N:36]=[CH:35][CH:34]=1)[C:5](=[O:31])[C:6]1[CH:11]=[CH:10][C:9]([O:12][CH2:13][CH2:14][CH2:15][CH2:16][CH2:17][CH2:18][CH2:19][CH2:20][CH2:21][CH2:22][CH2:23][CH2:24][CH2:25][CH3:26])=[C:8]([C:27]([CH3:30])([CH3:29])[CH3:28])[CH:7]=1)(=[O:3])[CH3:2].[CH3:39][I:40]>>[I-:40].[C:1]([N:4]([CH2:32][C:33]1[CH:34]=[CH:35][N+:36]([CH3:39])=[CH:37][CH:38]=1)[C:5](=[O:31])[C:6]1[CH:11]=[CH:10][C:9]([O:12][CH2:13][CH2:14][CH2:15][CH2:16][CH2:17][CH2:18][CH2:19][CH2:20][CH2:21][CH2:22][CH2:23][CH2:24][CH2:25][CH3:26])=[C:8]([C:27]([CH3:28])([CH3:29])[CH3:30])[CH:7]=1)(=[O:3])[CH3:2] |f:2.3|. Reported procedure: A mixture of 0.225 g of product from Example 138 and 6.11 g of methyl iodide is heated in a sealed tube, in the dark, at 105° C. for 18 hours. The reaction is concentrated in vacuo to give 0.279 g of the desired product as orange crystals.